From a dataset of the Open Reaction Database (ORD), a public repository of structured organic reaction records. describe an organic reaction: reactants, conditions, products, and yield Starting materials: c1ccc(COc2ccc(OCCN3CCN(c4ccccc4)CC3)cc2)cc1, CCO, Cl, c1ccc(N2CCNCC2)cc1. Yields the product Oc1ccc(OCCN2CCN(c3ccccc3)CC2)cc1. As a reaction SMILES: [CH2:13]([c:14]1[cH:15][cH:16][cH:17][cH:18][cH:19]1)[O:20][c:21]1[cH:22][cH:23][c:24]([O:25][CH2:26][CH2:27][N:28]2[CH2:29][CH2:30][N:31]([c:34]3[cH:35][cH:36][cH:37][cH:38][cH:39]3)[CH2:32][CH2:33]2)[cH:40][cH:41]1.[CH3:43][CH2:44][OH:45].[ClH:42].[c:1]1([N:2]2[CH2:3][CH2:4][NH:5][CH2:6][CH2:7]2)[cH:8][cH:9][cH:10][cH:11][cH:12]1>>[OH:20][c:21]1[cH:22][cH:23][c:24]([O:25][CH2:26][CH2:27][N:28]2[CH2:29][CH2:30][N:31]([c:34]3[cH:35][cH:36][cH:37][cH:38][cH:39]3)[CH2:32][CH2:33]2)[cH:40][cH:41]1. Starting materials: NC=1C=CC(=C(C1)N1C=NC2=CC=C(C=C2C1=O)N1CCN(CC1)C)C (3-(5-amino-2-methylphenyl)-6-(4-methylpiperazin-1-yl)-3,4-dihydroquinazolin-4-one), C1=CC=C(C=2OC3=C(C21)C=CC=C3)C(=O)O (dibenzofuran-4-carboxylic acid), C(C)(C)N(CC)C(C)C (diisopropyethylamine), 2-(7-azabenzotriazol-1-yl)-1,1,3,3-tetramethyluronium hexafluorophosphate(V). The solvent is CN(C)C=O (DMF), CN(C)C=O (DMF), O (water). Run at time 16 hour. The product is C1=CC=C(C=2OC3=C(C21)C=CC=C3)C(=O)NC=3C=CC(=C(C3)N3C=NC2=CC=C(C=C2C3=O)N3CCN(CC3)C)C (3-[5-Dibenzofuran-4-ylcarbonylamino-2-methylphenyl]-6-(4-methylpiperazin-1-yl)-3,4-dihydroquinazolin-4-one). Isolated yield 89.0%. Reaction SMILES: [NH2:1][C:2]1[CH:3]=[CH:4][C:5]([CH3:26])=[C:6]([N:8]2[C:17](=[O:18])[C:16]3[C:11](=[CH:12][CH:13]=[C:14]([N:19]4[CH2:24][CH2:23][N:22]([CH3:25])[CH2:21][CH2:20]4)[CH:15]=3)[N:10]=[CH:9]2)[CH:7]=1.[CH:27]1[C:35]2[C:34]3[CH:36]=[CH:37][CH:38]=[CH:39][C:33]=3[O:32][C:31]=2[C:30]([C:40](O)=[O:41])=[CH:29][CH:28]=1.C(N(C(C)C)CC)(C)C>CN(C=O)C.O>[CH:27]1[C:35]2[C:34]3[CH:36]=[CH:37][CH:38]=[CH:39][C:33]=3[O:32][C:31]=2[C:30]([C:40]([NH:1][C:2]2[CH:3]=[CH:4][C:5]([CH3:26])=[C:6]([N:8]3[C:17](=[O:18])[C:16]4[C:11](=[CH:12][CH:13]=[C:14]([N:19]5[CH2:24][CH2:23][N:22]([CH3:25])[CH2:21][CH2:20]5)[CH:15]=4)[N:10]=[CH:9]3)[CH:7]=2)=[O:41])=[CH:29][CH:28]=1. Reported procedure: A solution of 3-(5-amino-2-methylphenyl)-6-(4-methylpiperazin-1-yl)-3,4-dihydroquinazolin-4-one (0.165 g) in DMF (0.5 ml) was added to a stirred mixture of dibenzofuran-4-carboxylic acid (0.1 g), diisopropyethylamine (0.164 ml), 2-(7-azabenzotriazol-1-yl)-1,1,3,3-tetramethyluronium hexafluorophosphate(V) (0.214 g) and DMF (0.5 ml) and the reaction mixture was stirred at ambient temperature for 16 hours. The mixture was diluted with water and the resultant solid was isolated, washed in turn with ... Starting materials: C(C)OC(C(CC1=C(C=C(C=C1)OCC1=C(N=C(S1)C1=CC(=CC=C1)C(F)(F)F)C)C)OCC)=O ([rac]-2-ethoxy-3-{2-methyl-4-[4-methyl-2-(3-trifluoromethyl-phenyl)-thiazol-5-ylmethoxy]-phenyl}-propionic acid ethyl ester), [Li+].[OH-] (LiOH). Product: C(C)OC(C(=O)O)CC1=C(C=C(C=C1)OCC1=C(N=C(S1)C1=CC(=CC=C1)C(F)(F)F)C)C ([rac]-2-ethoxy-3-(2-methyl-4-[4-methyl-2-(3-trifluoromethyl-phenyl)-thiazol-5-ylmethoxy]-phenyl}-propionic acid). Reaction SMILES: C([O:3][C:4](=[O:35])[CH:5]([O:32][CH2:33][CH3:34])[CH2:6][C:7]1[CH:12]=[CH:11][C:10]([O:13][CH2:14][C:15]2[S:19][C:18]([C:20]3[CH:25]=[CH:24][CH:23]=[C:22]([C:26]([F:29])([F:28])[F:27])[CH:21]=3)=[N:17][C:16]=2[CH3:30])=[CH:9][C:8]=1[CH3:31])C.[Li+].[OH-]>>[CH2:33]([O:32][CH:5]([CH2:6][C:7]1[CH:12]=[CH:11][C:10]([O:13][CH2:14][C:15]2[S:19][C:18]([C:20]3[CH:25]=[CH:24][CH:23]=[C:22]([C:26]([F:27])([F:28])[F:29])[CH:21]=3)=[N:17][C:16]=2[CH3:30])=[CH:9][C:8]=1[CH3:31])[C:4]([OH:35])=[O:3])[CH3:34] |f:1.2|. Procedure details: In analogy to the procedure described in example 10 d], [rac]-2-ethoxy-3-{2-methyl-4-[4-methyl-2-(3-trifluoromethyl-phenyl)-thiazol-5-ylmethoxy]-phenyl}-propionic acid ethyl ester was treated with LiOH to obtain [rac]-2-ethoxy-3-(2-methyl-4-[4-methyl-2-(3-trifluoromethyl-phenyl)-thiazol-5-ylmethoxy]-phenyl}-propionic acid as colorless oil. Starting materials: Brc1ccc2nccnc2c1, CCCCC([Sn])=C(CCCC)CCCC, Cc1ccccc1, [Cl-], [Li+], c1ccc(P(c2ccccc2)(c2ccccc2)[Pd](P(c2ccccc2)(c2ccccc2)c2ccccc2)(P(c2ccccc2)(c2ccccc2)c2ccccc2)P(c2ccccc2)(c2ccccc2)c2ccccc2)cc1. The product is C=Cc1ccc2nccnc2c1. Reaction SMILES: [Br:1][c:2]1[cH:3][c:4]2[n:5][cH:6][cH:7][n:8][c:9]2[cH:10][cH:11]1.[CH2:14]([CH2:15][CH2:27][CH3:28])[C:16]([Sn:17])=[C:18]([CH2:19][CH2:20][CH2:21][CH3:22])[CH2:23][CH2:24][CH2:25][CH3:26].[CH3:29][c:30]1[cH:31][cH:32][cH:33][cH:34][cH:35]1.[Cl-:13].[Li+:12].[cH:36]1[cH:37][cH:38][c:39]([P:40]([Pd:41]([P:42]([c:43]2[cH:44][cH:45][cH:46][cH:47][cH:48]2)([c:49]2[cH:50][cH:51][cH:52][cH:53][cH:54]2)[c:55]2[cH:56][cH:57][cH:58][cH:59][cH:60]2)([P:61]([c:62]2[cH:63][cH:64][cH:65][cH:66][cH:67]2)([c:68]2[cH:69][cH:70][cH:71][cH:72][cH:73]2)[c:74]2[cH:75][cH:76][cH:77][cH:78][cH:79]2)[P:80]([c:81]2[cH:82][cH:83][cH:84][cH:85][cH:86]2)([c:87]2[cH:88][cH:89][cH:90][cH:91][cH:92]2)[c:93]2[cH:94][cH:95][cH:96][cH:97][cH:98]2)([c:99]2[cH:100][cH:101][cH:102][cH:103][cH:104]2)[c:105]2[cH:106][cH:107][cH:108][cH:109][cH:110]2)[cH:111][cH:112]1>>[c:2]1([CH:14]=[CH2:15])[cH:3][c:4]2[n:5][cH:6][cH:7][n:8][c:9]2[cH:10][cH:11]1. Run at temperature -60 celsius, time 1 hour. Procedure details: Tetrahydrofuran (100 ml) was added to sodium 2-methyl-2-propanethiolate (7.83 g, 69.8 mmol), and the mixture was cooled to −60° C. or lower. A solution of methanesulfonyl chloride (6.77 ml, 87.0 mmol) in tetrahydrofuran (50 ml) was added dropwise to this suspension over 25 minutes. The reaction solution was gradually warmed to room temperature over 2 hours and stirred at room temperature for additional 1 hour. The reaction solution was diluted with dichloromethane (300 ml) and washed with satura... Reactants: CS(=O)(=O)Cl (methanesulfonyl chloride), CC(C)(C)[S-].[Na+] (sodium 2-methyl-2-propanethiolate). Isolated yield 95.1%. RXN SMILES: [CH3:1][C:2]([S-:5])([CH3:4])[CH3:3].[Na+].[CH3:7][S:8](Cl)(=[O:10])=[O:9]>O1CCCC1.ClCCl>[CH3:7][S:8](=[O:10])([S:5][C:2]([CH3:4])([CH3:3])[CH3:1])=[O:9] |f:0.1|. Run in ClCCl (dichloromethane), O1CCCC1 (tetrahydrofuran), O1CCCC1 (Tetrahydrofuran). Product: CS(=O)(SC(C)(C)C)=O (S-tert-butyl methanesulfonothioate). The reactants are CC(=O)NC=1C=CC(=CC1)O (acetaminophen), C(C=C)(=O)O (acrylic acid), C(C(=C)C)(=O)O (methacrylic acid), CC(=O)NC=1C=CC(=CC1)O (acetaminophen). Solvent: acetonitrile anhydride, C(C(=C)C)(=O)Cl (methacryloyl chloride). Run at time 30 minute. Product: C(C(=C)C)(=O)OC1=CC=C(NC(C)=O)C=C1 (p-methacryloyloxyacetanilide). RXN SMILES: C(O)(=O)C=C.[C:6]([OH:11])(=[O:10])[C:7]([CH3:9])=[CH2:8].[CH3:12][C:13]([NH:15][C:16]1[CH:17]=[CH:18][C:19](O)=[CH:20][CH:21]=1)=[O:14]>C(Cl)(=O)C(C)=C>[C:6]([O:11][C:19]1[CH:18]=[CH:17][C:16]([NH:15][C:13](=[O:14])[CH3:12])=[CH:21][CH:20]=1)(=[O:10])[C:7]([CH3:9])=[CH2:8]. Procedure: In order to obtain the polymeric drug of the present invention, it is firstly required to obtain a monomer of acrylic acid or methacrylic acid derivatives by reacting a low molecular physiological active substance with acrylic acid or methacrylic acid. The above-mentioned monomer may be obtained in the manner as stated below, in case of using acetaminophen, for example. That is, acetaminophen is dissolved in an acetonitrile anhydride, and methacryloyl chloride is added drop by drop to the soluti... Starting materials: N1(N=CN=C1)C(C(C(C)(C)C)=O)=CC(C(C)(C)C)=O (4-(1,2,4-triazol-1-yl)-2,2,7,7-tetramethyl-oct-4-en-3,6-dione), [H-].[Na+] (sodium hydride). The solvent is CO (methanol), CO (methanol). Product: N1(N=CN=C1)C(C(C(C)(C)C)O)=CC(C(C)(C)C)=O (4-(1,2,4-Triazol-1-yl)-2,2,7,7-tetramethyl-oct-4-en-3-ol-6-one). As a reaction SMILES: [N:1]1([C:6](=[CH:13][C:14](=[O:19])[C:15]([CH3:18])([CH3:17])[CH3:16])[C:7](=[O:12])[C:8]([CH3:11])([CH3:10])[CH3:9])[CH:5]=[N:4][CH:3]=[N:2]1.[H-].[Na+]>CO>[N:1]1([C:6](=[CH:13][C:14](=[O:19])[C:15]([CH3:18])([CH3:17])[CH3:16])[CH:7]([OH:12])[C:8]([CH3:10])([CH3:11])[CH3:9])[CH:5]=[N:4][CH:3]=[N:2]1 |f:1.2|. Procedure details: The product (1.8 g) of Stage 2 was dissolved in dry methanol (20 ml) and sodium hydride (100 mgs) added portionwise to this solution at 0°. After stirring at 0° for 1 hour the methanol was removedin vacuo and the residue washed several times with water to give a white crystalline solid which recrystallised from petroleum ether/ethanol to give the title compound, m.p. 142°-5°. Starting materials: CCOc1cc(Br)ccc1OC, C1CCOC1, CCCCCC, Cn1nnc2cc(C=O)ccc21, CC(C)O, O. Product: CCOc1cc(C(O)c2ccc3c(c2)nnn3C)ccc1OC. As a reaction SMILES: [Br:1][c:2]1[cH:3][c:4]([O:10][CH2:11][CH3:12])[c:5]([O:8][CH3:9])[cH:6][cH:7]1.[CH2:35]1[O:36][CH2:37][CH2:38][CH2:39]1.[CH3:13][CH2:14][CH2:15][CH2:16][CH2:17][CH3:18].[CH3:19][n:20]1[n:21][n:22][c:23]2[c:24]1[cH:25][cH:26][c:27]([CH:29]=[O:30])[cH:28]2.[CH:31]([OH:32])([CH3:33])[CH3:34].[OH2:40]>>[c:2]1([CH:29]([c:27]2[cH:26][cH:25][c:24]3[n:20]([CH3:19])[n:21][n:22][c:23]3[cH:28]2)[OH:30])[cH:3][c:4]([O:10][CH2:11][CH3:12])[c:5]([O:8][CH3:9])[cH:6][cH:7]1. The reactants are C(C)(=O)C1=CC=CC2=C1C(C2)C#N (6-Acetyl-1-benzocyclobutanecarbonitrile), Cl.NO (hydroxylamine hydrochloride). The solvent is N1=CC=CC=C1 (pyridine), ClCCl (dichloromethane), O (water). Yields the product ON=CCC1=CC=CC2=C1C(C2)C#N (6-Hydroxyiminoethyl-1-benzocyclobutanecarbonitrile). RXN SMILES: [C:1]([C:4]1[C:9]2[CH:10]([C:12]#[N:13])[CH2:11][C:8]=2[CH:7]=[CH:6][CH:5]=1)(=O)[CH3:2].Cl.[NH2:15][OH:16]>N1C=CC=CC=1.ClCCl.O>[OH:16][N:15]=[CH:2][CH2:1][C:4]1[C:9]2[CH:10]([C:12]#[N:13])[CH2:11][C:8]=2[CH:7]=[CH:6][CH:5]=1 |f:1.2|. Procedure details: 10.07 g of the product of Step 1 and 6.13 g of hydroxylamine hydrochloride in 200 ml of pyridine are stirred at ambient temperature for 19 hours. After removal of the pyridine by evaporation, the yellow oil obtained is taken up in dichloromethane and water. The organic phase is removed, dried and concentrated, allowing the expected product to be isolated.